This data is from the Open Reaction Database (ORD), a public repository of structured organic reaction records. The task is: describe an organic reaction: reactants, conditions, products, and yield The reactants are ClC=1C=C(C2=C(N1)N(N=C2C)C(C)C)C(=O)NCC=2C(NC(=CC2C)C)=O (6-chloro-N-[(4,6-dimethyl-2-oxo-1,2-dihydro-3-pyridinyl)methyl]-3-methyl-1-(1-methylethyl)-1H-pyrazolo[3,4-b]pyridine-4-carboxamide), C([O-])(O)=O.[Na+] (Sodium bicarbonate), O (water), CN(S(=O)(=O)C1=CC=C(C=C1)B1OC(C(O1)(C)C)(C)C)C (N,N-dimethyl-4-(4,4,5,5-tetramethyl-1,3,2-dioxaborolan-2-yl)benzenesulfonamide), PdCl2 (dppf)-CH2Cl2. Run in COCCOC.O (DME water). The product is CN(S(=O)(=O)C1=CC=C(C=C1)C=1C=C(C2=C(N1)N(N=C2C)C(C)C)C(=O)NCC=2C(NC(=CC2C)C)=O)C (6-{4-[(Dimethylamino)sulfonyl]phenyl}-N-[(4,6-dimethyl-2-oxo-1,2-dihydro-3-pyridinyl)methyl]-3-methyl-1-(1-methylethyl)-1H-pyrazolo[3,4-b]pyridine-4-carboxamide). Yield: 81.4%. RXN SMILES: Cl[C:2]1[CH:3]=[C:4]([C:15]([NH:17][CH2:18][C:19]2[C:20](=[O:27])[NH:21][C:22]([CH3:26])=[CH:23][C:24]=2[CH3:25])=[O:16])[C:5]2[C:10]([CH3:11])=[N:9][N:8]([CH:12]([CH3:14])[CH3:13])[C:6]=2[N:7]=1.[CH3:28][N:29]([CH3:48])[S:30]([C:33]1[CH:38]=[CH:37][C:36](B2OC(C)(C)C(C)(C)O2)=[CH:35][CH:34]=1)(=[O:32])=[O:31].C(=O)(O)[O-].[Na+].O>COCCOC.O>[CH3:28][N:29]([CH3:48])[S:30]([C:33]1[CH:34]=[CH:35][C:36]([C:2]2[CH:3]=[C:4]([C:15]([NH:17][CH2:18][C:19]3[C:20](=[O:27])[NH:21][C:22]([CH3:26])=[CH:23][C:24]=3[CH3:25])=[O:16])[C:5]3[C:10]([CH3:11])=[N:9][N:8]([CH:12]([CH3:14])[CH3:13])[C:6]=3[N:7]=2)=[CH:37][CH:38]=1)(=[O:31])=[O:32] |f:2.3,5.6|. Procedure details: In a 25 mL sealable tube under nitrogen were combined 6-chloro-N-[(4,6-dimethyl-2-oxo-1,2-dihydro-3-pyridinyl)methyl]-3-methyl-1-(1-methylethyl)-1H-pyrazolo[3,4-b]pyridine-4-carboxamide (75 mg, 0.19 mmol) and N,N-dimethyl-4-(4,4,5,5-tetramethyl-1,3,2-dioxaborolan-2-yl)benzenesulfonamide (90 mg, 0.29 mmol) in DME/water (3 ml:1 ml). PdCl2 (dppf)-CH2Cl2 adduct (7.9 mg, 0.009 mmol) was added and the resulting mixture was degassed with nitrogen for 10 min. Sodium bicarbonate (48.7 mg, 0.58 mmol) was ... Starting materials: ClC=1SC(=C2NC(C=3C(C(C21)=O)=CSC3)=O)Cl (1,3-dichloro-4,5-dihydrodithieno[3,4-b:3',4'-e]azepine-5,9-dione), C(CCC)N(CCCC)CCCC (tributylamine), [H][H] (hydrogen). The reagents and catalysts are [Pd] (Pd/C). The solvent is C(CC)O (propanol), C(CC)O (propanol). The product is C=1SC=C2NC(C=3C(C(C21)=O)=CSC3)=O (4,5-dihydrodithieno[3,4-b:3',4'-e]azepine-5,9-dione). The yield is 75.2%. RXN SMILES: Cl[C:2]1[S:3][C:4](Cl)=[C:5]2[C:11]=1[C:10](=[O:12])[C:9]1=[CH:13][S:14][CH:15]=[C:8]1[C:7](=[O:16])[NH:6]2.C(N(CCCC)CCCC)CCC.[H][H]>[Pd].C(O)CC>[CH:2]1[S:3][CH:4]=[C:5]2[C:11]=1[C:10](=[O:12])[C:9]1=[CH:13][S:14][CH:15]=[C:8]1[C:7](=[O:16])[NH:6]2. Procedure: A mixture of 5.0 g (0.0164 mole) of 1,3-dichloro-4,5-dihydrodithieno[3,4-b:3',4'-e]azepine-5,9-dione, 4 g of 5% strength Pd/C, 6.3 g (0.034 mole) of tributylamine and 300 ml of propanol was stirred in a hydrogen atmosphere at 80° C. When absorption of hydrogen was complete (after 5 hours), the hot mixture was filtered and the filtrate was poured onto ice water. The resulting suspension was acidified with concentrated hydrochloric acid, and the mixture was then stirred for a short time and filter... The reactants are OC[C@H]1CC=C[C@H]1O (rel-(1R,5R)-5-(hydroxymethyl)cyclopent-2-en-1-ol), N,N-dimethylaminopyridine, N1C=NC=C1 (1H-imidazole), C(Cl)Cl (methylene chloride), [Si](C)(C)(C(C)(C)C)Cl (tert-butyldimethylsilyl chloride), [Si](C)(C)(C(C)(C)C)Cl (tert-butyldimethylsilyl chloride). The product is [Si](C)(C)(C(C)(C)C)OC[C@H]1CC=C[C@H]1O (rel-(1R,5R)-5-({[tert-butyl(dimethyl)silyl]oxy}methyl)cyclopent-2-en-1-ol). As a reaction SMILES: [OH:1][CH2:2][C@@H:3]1[C@H:7]([OH:8])[CH:6]=[CH:5][CH2:4]1.N1C=CN=C1.C(Cl)Cl.[Si:17](Cl)([C:20]([CH3:23])([CH3:22])[CH3:21])([CH3:19])[CH3:18]>>[Si:17]([O:1][CH2:2][C@@H:3]1[C@H:7]([OH:8])[CH:6]=[CH:5][CH2:4]1)([C:20]([CH3:23])([CH3:22])[CH3:21])([CH3:19])[CH3:18]. Procedure details: To a solution of rel-(1R,5R)-5-(hydroxymethyl)cyclopent-2-en-1-ol (47.20 g, 0.4135 mol), N,N-dimethylaminopyridine (2.52 g, 0.0207 mol) and 1H-imidazole (30.97 g, 0.4549 mol) in methylene chloride (800 mL, 10 mol) at 0° C. under an atmosphere of nitrogen was added tert-butyldimethylsilyl chloride (28.0 g, 0.186 mol). The reaction was stirred for at 0° C. for 2.5 h, at which time tert-butyldimethylsilyl chloride (28.0 g, 0.186 mol) was added. The reaction was stirred for 2 additional hours. The r...